From a dataset of the Open Reaction Database (ORD), a public repository of structured organic reaction records. describe an organic reaction: reactants, conditions, products, and yield Reactants: BrC1=C(C=CC(=C1)[N+](=O)[O-])C(C)(C)C=1CCN(CC1)C (4-[1-(2-Bromo-4-nitro-phenyl)-1-methyl-ethyl]-1-methyl-1,2,3,6-tetrahydro-pyridine), CCN(C(C)C)C(C)C (DIEA). The reagents and catalysts are CC(=O)[O-].CC(=O)[O-].[Pd+2] (Pd(OAc)2). Run in CN(C)C=O (DMF). Run at temperature 80 celsius. Product: CN1C=CC=2C(C3=CC=C(C=C3C2C1)[N+](=O)[O-])(C)C (3,9,9-Trimethyl-6-nitro-4,9-dihydro-3H-3-aza-fluorene). As a reaction SMILES: Br[C:2]1[CH:7]=[C:6]([N+:8]([O-:10])=[O:9])[CH:5]=[CH:4][C:3]=1[C:11]([C:14]1[CH2:15][CH2:16][N:17]([CH3:20])[CH2:18][CH:19]=1)([CH3:13])[CH3:12].CCN(C(C)C)C(C)C>CN(C=O)C.CC([O-])=O.CC([O-])=O.[Pd+2]>[CH3:20][N:17]1[CH2:16][C:15]2[C:4]3[C:3](=[CH:2][CH:7]=[C:6]([N+:8]([O-:10])=[O:9])[CH:5]=3)[C:11]([CH3:13])([CH3:12])[C:14]=2[CH:19]=[CH:18]1 |f:3.4.5|. Procedure details: 4-[1-(2-Bromo-4-nitro-phenyl)-1-methyl-ethyl]-1-methyl-1,2,3,6-tetrahydro-pyridine (9 g), Pd(OAc)2 (900 mg), and DIEA (15 mL) was dissolved in DMF (300 mL), and heated to 80° C. overnight. Solvents were removed in vacuo. The residue was partitioned between CH2Cl2/NaHCO3(sat, aq.). The CH2Cl2 layer was washed with brine, dried over Na2SO4 and concentrated in vacuo. The residue was purified via flash chromatography on silica to give the desired compound. (MS: M+H=257)